From a dataset of the Open Reaction Database (ORD), a public repository of structured organic reaction records. describe an organic reaction: reactants, conditions, products, and yield The reactants are OCCC1CC2CCC(C1)N2C(=O)OCC (ethyl 3-(2-hydroxyethyl)-8-azabicyclo[3.2.1]octane-8-carboxylate), Cl (hydrochloric acid). The product is C12CC(CC(CC1)N2)CCO (8-azabicyclo[3.2.1]octane-3-ethanol). Yield: 99.6%. Reaction SMILES: [OH:1][CH2:2][CH2:3][CH:4]1[CH2:10][CH:9]2[N:11](C(OCC)=O)[CH:6]([CH2:7][CH2:8]2)[CH2:5]1.Cl>>[CH:9]12[NH:11][CH:6]([CH2:7][CH2:8]1)[CH2:5][CH:4]([CH2:3][CH2:2][OH:1])[CH2:10]2. Reported procedure: A mixture of 7.5 parts of ethyl 3-(2-hydroxyethyl)-8-azabicyclo[3.2.1]octane-8-carboxylate (prepared as in EP-A-0,320,032) and 127 parts of hydrochloric acid was refluxed for 1/2 hour and was then evaporated. The residue was taken up in water and the whole was basified with NaOH. The product was extracted with trichloromethane and the extract was washed, dried, filtered and evaporated, yielding 5.1 parts (99.6%) of 8-azabicyclo[3.2.1]octane-3-ethanol (interm. 40). Reactants: BrC1=CC=C(O1)C(=O)O (5-Bromo-furan-2-carboxylic acid), C(C)OC(COC1=CC(=CC=C1)N)=O ((3-Amino-phenoxy)-acetic acid ethyl ester). The product is C(C)OC(COC1=CC(=CC=C1)NC(=O)C=1OC(=CC1)Br)=O ({3-[(5-Bromo-furan-2-carbonyl)-amino]-phenoxy}-acetic acid ethyl ester). Reaction SMILES: [Br:1][C:2]1[O:6][C:5]([C:7]([OH:9])=O)=[CH:4][CH:3]=1.[CH2:10]([O:12][C:13](=[O:23])[CH2:14][O:15][C:16]1[CH:21]=[CH:20][CH:19]=[C:18]([NH2:22])[CH:17]=1)[CH3:11]>>[CH2:10]([O:12][C:13](=[O:23])[CH2:14][O:15][C:16]1[CH:21]=[CH:20][CH:19]=[C:18]([NH:22][C:7]([C:5]2[O:6][C:2]([Br:1])=[CH:3][CH:4]=2)=[O:9])[CH:17]=1)[CH3:11]. Procedure: 5-Bromo-furan-2-carboxylic acid (245 mg, 1.28 mmol) was coupled to aniline (64) (250 mg, 1.28 mmol) using Method C. The residue was purified by column chromatography eluting with 15% EtOAc in heptane to give the title compound.